This data is from the Open Reaction Database (ORD), a public repository of structured organic reaction records. The task is: describe an organic reaction: reactants, conditions, products, and yield RXN SMILES: [CH3:1][C:2]1[CH:7]=[CH:6][CH:5]=[N+:4]([O-])[C:3]=1[C:9]#[N:10].O=P(Cl)(Cl)[Cl:13]>>[Cl:13][C:5]1[N:4]=[C:3]([C:9]#[N:10])[C:2]([CH3:1])=[CH:7][CH:6]=1. Reported procedure: 3-Methylpyridine-2-carbonitrile 1-oxide (8.42 g, 62.8 mmol) was stirred in refluxing POCl3 (60 mL, 646 mmol) for 6 hours. The mixture was cooled to room temperature and slowly poured into ice-water. The resulting beige precipitate was collected by filtration to give the title compound. Reactants: CC1=C([N+](=CC=C1)[O-])C#N (3-Methylpyridine-2-carbonitrile 1-oxide), O=P(Cl)(Cl)Cl (POCl3), ice water. The product is ClC1=CC=C(C(=N1)C#N)C (6-Chloro-3-methylpyridine-2-carbonitrile). Starting materials: C(C)(C)(C)OC(=O)N1C(CN(CC1C)CC1=CC(=CC=C1)C1=NC(=NC=C1)Cl)C (4-[3-(2-Chloro-pyrimidin-4-yl)-benzyl]-2,6-dimethyl-piperazine-1-carboxylic acid tert-butyl ester), FC=1C=C(C=CC1)CCN (2-(3-fluoro-phenyl)-ethylamine), 404. Product: C12N(CC(NC1)C2)CC=2C=C(C=CC2)C2=NC(=NC=C2)NCCC2=CC(=CC=C2)F ({4-[3-(2,5-Diaza-bicyclo[2.2.1]hept-2-ylmethyl)-phenyl]-pyrimidin-2-yl}-[2-(3-fluoro-phenyl)-ethyl]-amine). As a reaction SMILES: C(OC([N:8]1[CH:13]([CH3:14])[CH2:12][N:11]([CH2:15][C:16]2[CH:21]=[CH:20][CH:19]=[C:18]([C:22]3[CH:27]=[CH:26][N:25]=[C:24](Cl)[N:23]=3)[CH:17]=2)[CH2:10][CH:9]1C)=O)(C)(C)C.[F:30][C:31]1[CH:32]=[C:33]([CH2:37][CH2:38][NH2:39])[CH:34]=[CH:35][CH:36]=1>>[CH:10]12[CH2:14][CH:13]([NH:8][CH2:9]1)[CH2:12][N:11]2[CH2:15][C:16]1[CH:17]=[C:18]([C:22]2[CH:27]=[CH:26][N:25]=[C:24]([NH:39][CH2:38][CH2:37][C:33]3[CH:34]=[CH:35][CH:36]=[C:31]([F:30])[CH:32]=3)[N:23]=2)[CH:19]=[CH:20][CH:21]=1. Procedure: Intermediate 142 was coupled with 2-(3-fluoro-phenyl)-ethylamine following procedure F. The resulting product was deprotected following procedure G2. LC-MS showed the product had the expected M+H+ of 404. 1H NMR (Varian 300 MHz, CD3OD, shifts relative to the solvent peak at 3.3 ppm) δ 8.45 (s, 1H) 8.36 (d, 2H) 7.89 (d, 1H) 7.73 (t, 1H) 7.54 (d, 1H) 7.27 (q, 1H) 7.10 (m, 2H) 6.91 (t, 1H) 4.63 (q, 2H) 4.61 (d, 2H) 3.92 (m, 3H) 3.78 (d, 1H) 3.59 (t, 2H) 3.07 (t, 2H) 2.76 (d, 1H) 2.33 (d, 1H).